The task is: describe an organic reaction: reactants, conditions, products, and yield. This data is from the Open Reaction Database (ORD), a public repository of structured organic reaction records. The reactants are O=C([O-])[O-], O=C(Nc1ccc2c(ccn2CCCCl)c1)c1nc2ccc(Cl)cc2n1Cc1ccccc1, CN(C)C=O, [I-], [K+], [K+], [Na+], O, c1nnn[nH]1. The product is O=C(Nc1ccc2c(ccn2CCCn2cnnn2)c1)c1nc2ccc(Cl)cc2n1Cc1ccccc1. As a reaction SMILES: [C:39](=[O:40])([O-:41])[O-:42].[CH2:1]([c:2]1[cH:3][cH:4][cH:5][cH:6][cH:7]1)[n:8]1[c:9]([C:18](=[O:19])[NH:20][c:21]2[cH:22][c:23]3[cH:24][cH:25][n:26]([CH2:30][CH2:31][CH2:32][Cl:33])[c:27]3[cH:28][cH:29]2)[n:10][c:11]2[c:12]1[cH:13][c:14]([Cl:17])[cH:15][cH:16]2.[CH3:48][N:49]([CH3:50])[CH:51]=[O:52].[I-:46].[K+:43].[K+:44].[Na+:45].[OH2:47].[nH:34]1[n:35][n:36][n:37][cH:38]1>>[CH2:1]([c:2]1[cH:3][cH:4][cH:5][cH:6][cH:7]1)[n:8]1[c:9]([C:18](=[O:19])[NH:20][c:21]2[cH:22][c:23]3[cH:24][cH:25][n:26]([CH2:30][CH2:31][CH2:32][n:34]4[n:35][n:36][n:37][cH:38]4)[c:27]3[cH:28][cH:29]2)[n:10][c:11]2[c:12]1[cH:13][c:14]([Cl:17])[cH:15][cH:16]2. Reactants: OC=1C(=CC2=C(C(OC(N2)=O)(C)C)C1)C (6-hydroxy-4,4,7-trimethyl-4H-3,1-benzoxazin-2-one), ClC=1C=C(C=CC1Cl)S(=O)CCCCBr (4-(3,4-dichlorophenylsulfinyl)-butylbromide). The product is ClC=1C=C(C=CC1Cl)S(=O)CCCCOC=1C(=CC2=C(C(OC(N2)=O)(C)C)C1)C (6-[4-(3,4-Dichloro-phenylsulfinyl)-butoxy]-4,4,7-trimethyl-4H-3,1-benzoxazin-2-one). Reaction SMILES: [OH:1][C:2]1[C:3]([CH3:15])=[CH:4][C:5]2[NH:10][C:9](=[O:11])[O:8][C:7]([CH3:13])([CH3:12])[C:6]=2[CH:14]=1.[Cl:16][C:17]1[CH:18]=[C:19]([S:24]([CH2:26][CH2:27][CH2:28][CH2:29]Br)=[O:25])[CH:20]=[CH:21][C:22]=1[Cl:23]>>[Cl:16][C:17]1[CH:18]=[C:19]([S:24]([CH2:26][CH2:27][CH2:28][CH2:29][O:1][C:2]2[C:3]([CH3:15])=[CH:4][C:5]3[NH:10][C:9](=[O:11])[O:8][C:7]([CH3:12])([CH3:13])[C:6]=3[CH:14]=2)=[O:25])[CH:20]=[CH:21][C:22]=1[Cl:23]. Procedure: Prepared analogously to Example 4 from 6-hydroxy-4,4,7-trimethyl-4H-3,1-benzoxazin-2-one and 4-(3,4-dichlorophenylsulfinyl)-butylbromide. Reactants: CC(C)(C)OC(=O)n1cc(C(C)(C)C#N)c2ccccc21, ClCCl, O=C(O)C(F)(F)F. The product is CC(C)(C#N)c1c[nH]c2ccccc12. RXN SMILES: [C:1](#[N:2])[C:3]([CH3:4])([CH3:5])[c:6]1[cH:7][n:8]([C:15]([O:16][C:17]([CH3:18])([CH3:19])[CH3:20])=[O:21])[c:9]2[cH:10][cH:11][cH:12][cH:13][c:14]12.[Cl:29][CH2:30][Cl:31].[OH:22][C:23]([C:24]([F:25])([F:26])[F:27])=[O:28]>>[C:1](#[N:2])[C:3]([CH3:4])([CH3:5])[c:6]1[cH:7][nH:8][c:9]2[cH:10][cH:11][cH:12][cH:13][c:14]12. Reactants: O (water), Cl.N1=CNC2=C1CCC(C2)C(=O)N2CCCC2 (N-[(4,5,6,7-tetrahydrobenzimidazol-5-yl)carbonyl]pyrrolidine hydrochloride), CC=1C=C2C=CC=CN2C1 (2-methylindolizine), P(=O)(Cl)(Cl)Cl (phosphorus oxychloride). Solvent: ClCCCl (1,2-dichloroethane). Reaction conditions: temperature 85 celsius. The product is CC=1C=C2C=CC=CN2C1C(=O)C1CC2=C(N=CN2)CC1 (5-[(2-methylindolizin-3-yl)carbonyl]-4,5,6,7-tetrahydrobenzimidazole). Yield: 38.5%. As a reaction SMILES: Cl.[N:2]1[C:6]2[CH2:7][CH2:8][CH:9]([C:11](N3CCCC3)=[O:12])[CH2:10][C:5]=2[NH:4][CH:3]=1.[CH3:18][C:19]1[CH:20]=[C:21]2[N:26]([CH:27]=1)[CH:25]=[CH:24][CH:23]=[CH:22]2.P(Cl)(Cl)(Cl)=O.O>ClCCCl>[CH3:18][C:19]1[CH:20]=[C:21]2[N:26]([C:27]=1[C:11]([CH:9]1[CH2:8][CH2:7][C:6]3[N:2]=[CH:3][NH:4][C:5]=3[CH2:10]1)=[O:12])[CH:25]=[CH:24][CH:23]=[CH:22]2 |f:0.1|. Reported procedure: To a solution of 0.50 g of N-[(4,5,6,7-tetrahydrobenzimidazol-5-yl)carbonyl]pyrrolidine hydrochloride and 0.39 g of 2-methylindolizine in 5 ml of 1,2-dichloroethane was added dropwise 0.90 g of phosphorus oxychloride. The reaction mixture was refluxed at 85° C. for one night. After cooling to room temperature, 5 ml of water was added thereto. The organic layer was removed, and 10 ml of chloroform was added to the aqueous layer. The solution was adjusted to a pH of 9 with a 20% aqueous solution o... Starting materials: C(CCCCCCCCC)(=O)Cl (decanoyl chloride), ClC1=C(C=C(C(=C1)Cl)Cl)O (2,4,5-trichlorophenol). The solvent is C(C)OCC (diethyl ether), N1=CC=CC=C1 (pyridine). The product is C(CCCCCCCCC)(=O)OC1=C(C=C(C(=C1)Cl)Cl)Cl (2,4,5-trichlorophenyl n-decanoate). As a reaction SMILES: [C:1](Cl)(=[O:11])[CH2:2][CH2:3][CH2:4][CH2:5][CH2:6][CH2:7][CH2:8][CH2:9][CH3:10].[Cl:13][C:14]1[CH:19]=[C:18]([Cl:20])[C:17]([Cl:21])=[CH:16][C:15]=1[OH:22]>C(OCC)C.N1C=CC=CC=1>[C:1]([O:22][C:15]1[CH:16]=[C:17]([Cl:21])[C:18]([Cl:20])=[CH:19][C:14]=1[Cl:13])(=[O:11])[CH2:2][CH2:3][CH2:4][CH2:5][CH2:6][CH2:7][CH2:8][CH2:9][CH3:10]. Procedure: A solution of decanoyl chloride (Pfaltz and Bauer, 5.6 ml) and 2,4,5-trichlorophenol (5.6 g) in diethyl ether (1 L) and pyridine (120 ml) is stirred for 4 hours. The reaction mixture is filtered and dried in vacuo. The 2,4,5-trichlorophenyl n-decanoate is purified on a silica-gel column (Woelm), using toluene as the eluent. Fractions are monitored by TLC, using short-wave UV for detection. Appropriate fractions are pooled and dried in vacuo to give 10.4 g of 2,4,5-trichlorophenyl n-decanoate. Starting materials: C([O-])([O-])=O.[K+].[K+] (potassium carbonate), FC=1C=C(N)C=CC1 (3-fluoroaniline), ClC(=O)OCC(C)C (isobutyl chloroformate). Solvent: O (water), C(Cl)Cl (methylene chloride). Run at time 2.5 hour. Product: CC(COC(NC1=CC(=CC=C1)F)=O)C (2-methylpropyl-(3-fluorophenyl)carbamate). Reaction SMILES: [F:1][C:2]1[CH:3]=[C:4]([CH:6]=[CH:7][CH:8]=1)[NH2:5].C(=O)([O-])[O-].[K+].[K+].Cl[C:16]([O:18][CH2:19][CH:20]([CH3:22])[CH3:21])=[O:17]>C(Cl)Cl.O>[CH3:21][CH:20]([CH3:22])[CH2:19][O:18][C:16](=[O:17])[NH:5][C:4]1[CH:6]=[CH:7][CH:8]=[C:2]([F:1])[CH:3]=1 |f:1.2.3|. Procedure details: To a mixture of 3-fluoroaniline (I, 29.058 g, 261.5 mmol) in methylene chloride (116 ml) is added a mixture of potassium carbonate (27.26 g, 197.3 mmol, 0.75 eq) in water (116 ml) at 20-25°. The mixture is warmed to 32°, and isobutyl chloroformate (38.5 g, 282 mmol, 1.08 eq) is added over 13 min while maintaining 30-35° with mild cooling. The mixture is stirred at 30-35° for 2.5 hr until the reaction is complete to give 2-methylpropyl-(3-fluorophenyl)carbamate as determined by GC [GC method A, <... The reactants are C(C)(C)(C)OC(COC1=C(C=C(C=C1)Cl)Br)=O (tert-Butyl(2-bromo-4-chlorophenoxy)acetate), ClC1=CC=C(C=C1)B(O)O (4-chlorophenylboronic acid). The product is ClC1=CC=C(C=C1)C1=C(C=CC(=C1)Cl)OCC(=O)OC(C)(C)C (tert-Butyl [(4′,5-dichlorobiphenyl-2-yl)oxy]acetate). Reaction SMILES: [C:1]([O:5][C:6](=[O:17])[CH2:7][O:8][C:9]1[CH:14]=[CH:13][C:12]([Cl:15])=[CH:11][C:10]=1Br)([CH3:4])([CH3:3])[CH3:2].[Cl:18][C:19]1[CH:24]=[CH:23][C:22](B(O)O)=[CH:21][CH:20]=1>>[Cl:18][C:19]1[CH:24]=[CH:23][C:22]([C:10]2[CH:11]=[C:12]([Cl:15])[CH:13]=[CH:14][C:9]=2[O:8][CH2:7][C:6]([O:5][C:1]([CH3:4])([CH3:3])[CH3:2])=[O:17])=[CH:21][CH:20]=1. Procedure details: The subtitle compound was prepared by the method of example 1 step (ii) using the product from example 1 step (i) and 4-chlorophenylboronic acid. Yield 0.63 g The reactants are solution, Cl (HCl), NC1=NC(=NC(=N1)N(C1=CC=CC=C1)C)C1=NOC(=N1)C1CN(CC1)C(=O)OC(C)(C)C (tert-butyl 3-(3-{4-amino-6-[methyl(phenyl)amino]-1,3,5-triazin-2-yl}-1,2,4-oxadiazol-5-yl)pyrrolidine-1-carboxylate), NC1=NC(=NC(=N1)N(C1=CC=CC=C1)C)C1=NOC(=N1)C1CN(CC1)C(=O)OC(C)(C)C (tert-butyl 3-(3-{4-amino-6-[methyl(phenyl)amino]-1,3,5-triazin-2-yl}-1,2,4-oxadiazol-5-yl)pyrrolidine-1-carboxylate). The solvent is O1CCOCC1 (dioxane), O1CCOCC1 (dioxane). Reaction conditions: time 18 hour. The product is Cl.CN(C1=NC(=NC(=N1)N)C1=NOC(=N1)C1CNCC1)C1=CC=CC=C1 (2-N-Methyl-2-N-phenyl-6-[5-(pyrrolidin-3-yl)-1,2,4-oxadiazol-3-yl]-1,3,5-triazine-2,4-diamine hydrochloride salt). Isolated yield 100.0%. Reaction SMILES: [ClH:1].[NH2:2][C:3]1[N:8]=[C:7]([N:9]([CH3:16])[C:10]2[CH:15]=[CH:14][CH:13]=[CH:12][CH:11]=2)[N:6]=[C:5]([C:17]2[N:21]=[C:20]([CH:22]3[CH2:26][CH2:25][N:24](C(OC(C)(C)C)=O)[CH2:23]3)[O:19][N:18]=2)[N:4]=1>O1CCOCC1>[ClH:1].[CH3:16][N:9]([C:10]1[CH:15]=[CH:14][CH:13]=[CH:12][CH:11]=1)[C:7]1[N:8]=[C:3]([NH2:2])[N:4]=[C:5]([C:17]2[N:21]=[C:20]([CH:22]3[CH2:26][CH2:25][NH:24][CH2:23]3)[O:19][N:18]=2)[N:6]=1 |f:3.4|. Reported procedure: A 4N solution of HCl in dioxane (7 mL, 28.2 mmol) was added slowly to a solution of tert-butyl 3-(3-{4-amino-6-[methyl(phenyl)amino]-1,3,5-triazin-2-yl}-1,2,4-oxadiazol-5-yl)pyrrolidine-1-carboxylate (Intermediate 114, 1.24 g, 2.82 mmol) in dioxane (15 mL) at room temperature. The reaction mixture was stirred at room temperature for 18 h. The reaction mixture was concentrated under vacuum to afford the title compound as a yellow solid (1.05 g, 100%). Method B HPLC-MS: MH+ (free-based) requires m... Reactants: BrC(Br)(Br)Br, CCc1cc(CO)ccc1-c1ccccc1, ClCCl, c1ccc(P(c2ccccc2)c2ccccc2)cc1. Product: CCc1cc(CBr)ccc1-c1ccccc1. RXN SMILES: [Br:36][C:37]([Br:38])([Br:39])[Br:40].[CH2:1]([CH3:2])[c:3]1[c:4](-[c:11]2[cH:12][cH:13][cH:14][cH:15][cH:16]2)[cH:5][cH:6][c:7]([CH2:9][OH:10])[cH:8]1.[Cl:41][CH2:42][Cl:43].[c:17]1([P:18]([c:19]2[cH:20][cH:21][cH:22][cH:23][cH:24]2)[c:25]2[cH:26][cH:27][cH:28][cH:29][cH:30]2)[cH:31][cH:32][cH:33][cH:34][cH:35]1>>[CH2:1]([CH3:2])[c:3]1[c:4](-[c:11]2[cH:12][cH:13][cH:14][cH:15][cH:16]2)[cH:5][cH:6][c:7]([CH2:9][Br:36])[cH:8]1. Reactants: [H-].[Na+] (sodium hydride), C(C)(=O)OCC (1-ethyl acetate), C1=CC=C2C(=C1)C(=CN2)C=O (indole-3-carboxyaldehyde), C1(=CC=CC=C1)C(OCCOCCOC(C)Br)(C1=CC=CC=C1)C1=CC=CC=C1 (2-(2-triphenylmethoxyethoxy)ethoxy-1-bromo-ethane). Solvent: C1CCOC1 (THF), ClCCl (dichloromethane). The product is C1(=CC=CC=C1)C(OCCOCCOCCN1C=C(C2=CC=CC=C12)C=O)(C1=CC=CC=C1)C1=CC=CC=C1 (1-(2-(2-(2-Triphenylmethoxyethoxyl)ethoxy)ethyl)-1H-indole-3-carbaldehyde). As a reaction SMILES: [CH:1]1[CH:6]=[C:5]2[C:7]([CH:10]=[O:11])=[CH:8][NH:9][C:4]2=[CH:3][CH:2]=1.[H-].[Na+].[C:14]1([C:20]([C:37]2[CH:42]=[CH:41][CH:40]=[CH:39][CH:38]=2)([C:31]2[CH:36]=[CH:35][CH:34]=[CH:33][CH:32]=2)[O:21][CH2:22][CH2:23][O:24][CH2:25][CH2:26][O:27][CH:28](Br)[CH3:29])[CH:19]=[CH:18][CH:17]=[CH:16][CH:15]=1.C(OCC)(=O)C>C1COCC1.ClCCl>[C:14]1([C:20]([C:37]2[CH:42]=[CH:41][CH:40]=[CH:39][CH:38]=2)([C:31]2[CH:32]=[CH:33][CH:34]=[CH:35][CH:36]=2)[O:21][CH2:22][CH2:23][O:24][CH2:25][CH2:26][O:27][CH2:28][CH2:29][N:9]2[C:4]3[C:5](=[CH:6][CH:1]=[CH:2][CH:3]=3)[C:7]([CH:10]=[O:11])=[CH:8]2)[CH:15]=[CH:16][CH:17]=[CH:18][CH:19]=1 |f:1.2|. Procedure details: To 1.01 g of indole-3-carboxyaldehyde (6.95 mmol) dissolved in 250 mL THF is added 0.28 g of sodium hydride (11 mmol). After heating the reaction to reflux for 3 hours under nitrogen, 5.0 g of 2-(2-triphenylmethoxyethoxy)ethoxy-1-bromo-ethane (11 mmol) is added. The reaction is allowed to reflux for an additional 16 hours, monitoring by TLC (9:1-ethyl acetate:dichloromethane on alumina). Upon complete consumption of the indole-3-carboxyaldehyde, the reaction is quenched via addition of 25 mL MeO...